Dataset: the Open Reaction Database (ORD), a public repository of structured organic reaction records. Task: describe an organic reaction: reactants, conditions, products, and yield Reagents/catalysts: [Pd] (palladium on carbon). Yields the product N1(CCCCCC1)C(=O)N(C)CCN(C(=O)O[C@H](C(=O)O)CC1=CC=CC=C1)C ((2S)-2-[N-[2-{N-(hexahydro-1H-azepin-1-ylcarbonyl)-N-methylamino}ethyl]-N-methylaminocarbonyl]oxy-3-phenylpropionic acid). As a reaction SMILES: [N:1]1([C:8]([N:10]([CH2:12][CH2:13][N:14]([CH3:36])[C:15]([O:17][C@@H:18]([CH2:29][C:30]2[CH:35]=[CH:34][CH:33]=[CH:32][CH:31]=2)[C:19]([O:21]CC2C=CC=CC=2)=[O:20])=[O:16])[CH3:11])=[O:9])[CH2:7][CH2:6][CH2:5][CH2:4][CH2:3][CH2:2]1.[H][H]>CO.[Pd]>[N:1]1([C:8]([N:10]([CH2:12][CH2:13][N:14]([CH3:36])[C:15]([O:17][C@@H:18]([CH2:29][C:30]2[CH:31]=[CH:32][CH:33]=[CH:34][CH:35]=2)[C:19]([OH:21])=[O:20])=[O:16])[CH3:11])=[O:9])[CH2:7][CH2:6][CH2:5][CH2:4][CH2:3][CH2:2]1. The reactants are N1(CCCCCC1)C(=O)N(C)CCN(C(=O)O[C@H](C(=O)OCC1=CC=CC=C1)CC1=CC=CC=C1)C (benzyl (2S)-2-[N-[2-{N-(hexahydro-1H-azepin-1-ylcarbonyl)-N-methylamino}ethyl]-N-methylaminocarbonyl]oxy-3-phenylpropionate), [H][H] (hydrogen). Run in CO (methanol). Procedure details: A solution of benzyl (2S)-2-[N-[2-{N-(hexahydro-1H-azepin-1-ylcarbonyl)-N-methylamino}ethyl]-N-methylaminocarbonyl]oxy-3-phenylpropionate (1.43 g) in methanol (20 ml) was hydrogenated over 10% palladium on carbon (0.2 g) at 3 atmospheric pressure of hydrogen gas for 1 hour at ambient temperature. The solution was filtered and concentrated in vacuo to give (2S)-2-[N-[2-{N-(hexahydro-1H-azepin-1-ylcarbonyl)-N-methylamino}ethyl]-N-methylaminocarbonyl]oxy-3-phenylpropionic acid (1.09 g) as an oil. R... Isolated yield 93.2%. The reactants are C[SiH](C)OC(CSc1ncn2ccsc12)C(C)(C)C, CCCC[Sn](Cl)(CCCC)CCCC, C1CCOC1, [Cl-], [NH4+]. Product: CCCC[Sn](CCCC)(CCCC)c1cn2cnc(SCC(O[SiH](C)C)C(C)(C)C)c2s1. Reaction SMILES: [C:15]([CH3:16])([CH3:17])([CH3:18])[CH:19]([CH2:20][S:21][c:22]1[n:23][cH:24][n:25]2[c:26]1[s:27][cH:28][cH:29]2)[O:30][SiH:31]([CH3:32])[CH3:33].[CH2:1]([CH2:2][CH2:3][CH3:4])[Sn:5]([CH2:6][CH2:7][CH2:8][CH3:9])([CH2:10][CH2:11][CH2:12][CH3:13])[Cl:14].[CH2:36]1[O:37][CH2:38][CH2:39][CH2:40]1.[Cl-:34].[NH4+:35]>>[CH2:1]([CH2:2][CH2:3][CH3:4])[Sn:5]([CH2:6][CH2:7][CH2:8][CH3:9])([CH2:10][CH2:11][CH2:12][CH3:13])[c:28]1[s:27][c:26]2[c:22]([S:21][CH2:20][CH:19]([C:15]([CH3:16])([CH3:17])[CH3:18])[O:30][SiH:31]([CH3:32])[CH3:33])[n:23][cH:24][n:25]2[cH:29]1. Reactants: O=C(O)CCCBr, CN1CCOCC1, CC(C)COC(=O)Cl, Cc1nc(N)sc1C(=O)NCc1ccccc1, C1CCOC1. Yields the product Cc1nc(NC(=O)CCCBr)sc1C(=O)NCc1ccccc1. RXN SMILES: [Br:1][CH2:2][CH2:3][CH2:4][C:5](=[O:6])[OH:7].[CH3:8][N:9]1[CH2:10][CH2:11][O:12][CH2:13][CH2:14]1.[Cl:15][C:16]([O:17][CH2:18][CH:19]([CH3:20])[CH3:21])=[O:22].[NH2:23][c:24]1[s:25][c:26]([C:30](=[O:31])[NH:32][CH2:33][c:34]2[cH:35][cH:36][cH:37][cH:38][cH:39]2)[c:27]([CH3:29])[n:28]1.[O:40]1[CH2:41][CH2:42][CH2:43][CH2:44]1>>[Br:1][CH2:2][CH2:3][CH2:4][C:5](=[O:7])[NH:23][c:24]1[s:25][c:26]([C:30](=[O:31])[NH:32][CH2:33][c:34]2[cH:35][cH:36][cH:37][cH:38][cH:39]2)[c:27]([CH3:29])[n:28]1. Starting materials: FC(C(=O)O)(F)F.ClC1=CC=C(C=C1)C=1N=C(SC1)SCC(=O)O ([4-(4-chloro-phenyl)-thiazol-2-ylsulfanyl]-acetic acid trifluoroacetic acid salt), N1CCCC1 (pyrrolidine). The product is ClC1=CC=C(C=C1)C=1N=C(SC1)SCC(=O)N1CCCC1 (2-[4-(4-Chloro-phenyl)-thiazol-2-ylsulfanyl]-1-(pyrrolidin-1-yl)-ethanone). Reaction SMILES: FC(F)(F)C(O)=O.[Cl:8][C:9]1[CH:14]=[CH:13][C:12]([C:15]2[N:16]=[C:17]([S:20][CH2:21][C:22]([OH:24])=O)[S:18][CH:19]=2)=[CH:11][CH:10]=1.[NH:25]1[CH2:29][CH2:28][CH2:27][CH2:26]1>>[Cl:8][C:9]1[CH:10]=[CH:11][C:12]([C:15]2[N:16]=[C:17]([S:20][CH2:21][C:22]([N:25]3[CH2:29][CH2:28][CH2:27][CH2:26]3)=[O:24])[S:18][CH:19]=2)=[CH:13][CH:14]=1 |f:0.1|. Procedure details: The title compound was prepared analogously as described in Example 30(d) from 100 mg (0.25 mmol) of [4-(4-chloro-phenyl)-thiazol-2-ylsulfanyl]-acetic acid trifluoroacetic acid salt and 35.6 mg (0.5 mmol) of pyrrolidine. Yield: 51 mg. The reactants are C(=O)(O)C=1C(=C(NC(CCCC(=O)O)=O)C(=C(C1I)N)I)I (3'-carboxy-5'-amino-2',4',6'-triiodoglutaranilic acid), [OH-].[Na+] (sodium hydroxide), S(=O)(=O)(OC)OC (dimethyl sulfate), [OH-].[Na+] (sodium hydroxide), S(=O)(=O)(OC)OC (dimethyl sulfate). Solvent: CC(=O)C (acetone). Run at time 3 hour. The product is C(=O)(O)C=1C(=C(N(C(CCCC(=O)O)=O)C)C(=C(C1I)N)I)I (3'-carboxy-5'-amino-2',4',6'-triiodo-N-methylglutaranilic acid). RXN SMILES: [C:1]([C:4]1[C:5]([I:22])=[C:6]([C:16]([I:21])=[C:17]([NH2:20])[C:18]=1[I:19])[NH:7][C:8](=[O:15])[CH2:9][CH2:10][CH2:11][C:12]([OH:14])=[O:13])([OH:3])=[O:2].[OH-].[Na+].S(OC)(O[CH3:29])(=O)=O>CC(C)=O>[C:1]([C:4]1[C:5]([I:22])=[C:6]([C:16]([I:21])=[C:17]([NH2:20])[C:18]=1[I:19])[N:7]([CH3:29])[C:8](=[O:15])[CH2:9][CH2:10][CH2:11][C:12]([OH:14])=[O:13])([OH:3])=[O:2] |f:1.2|. Procedure: To a solution of 26.0 g. of 3'-carboxy-5'-amino-2',4',6'-triiodoglutaranilic acid (Example 21, part d) in 100 ml. of 10% aqueous sodium hydroxide cooled in an ice bath was added 8 ml. of dimethyl sulfate in acetone. After three hours of stirring an additional 15 ml. of 10% sodium hydroxide and 2 ml. of dimethyl sulfate were added and the mixture stirred three hours longer. The reaction mixture was acidified, and the product collected and recrystallized from acetic acid to give 3'-carboxy-5'-amin...